The task is: describe an organic reaction: reactants, conditions, products, and yield. This data is from the Open Reaction Database (ORD), a public repository of structured organic reaction records. Starting materials: [H][H], O=[N+]([O-])CC(O)C(c1ccccc1)c1cccc(Cl)c1. Product: NCC(O)C(c1ccccc1)c1cccc(Cl)c1. RXN SMILES: [H:21][H:22].[N+:1]([O-:2])(=[O:3])[CH2:4][CH:5]([CH:6]([c:7]1[cH:8][c:9]([Cl:13])[cH:10][cH:11][cH:12]1)[c:14]1[cH:15][cH:16][cH:17][cH:18][cH:19]1)[OH:20]>>[NH2:1][CH2:4][CH:5]([CH:6]([c:7]1[cH:8][c:9]([Cl:13])[cH:10][cH:11][cH:12]1)[c:14]1[cH:15][cH:16][cH:17][cH:18][cH:19]1)[OH:20].